This data is from the Open Reaction Database (ORD), a public repository of structured organic reaction records. The task is: describe an organic reaction: reactants, conditions, products, and yield Starting materials: COc1ccc(C(Cl)(c2ccccc2)c2ccc(OC)cc2)cc1, [Na+], O=C([O-])O, c1ccncc1, OCC1OC(n2cnc3c(-c4cccs4)ccnc32)C(O)C1O. The product is COc1ccc(C(OCC2OC(n3cnc4c(-c5cccs5)ccnc43)C(O)C2O)(c2ccccc2)c2ccc(OC)cc2)cc1. As a reaction SMILES: [CH3:24][O:25][c:26]1[cH:27][cH:28][c:29]([C:30]([c:31]2[cH:32][cH:33][c:34]([O:37][CH3:38])[cH:35][cH:36]2)([c:39]2[cH:40][cH:41][cH:42][cH:43][cH:44]2)[Cl:45])[cH:46][cH:47]1.[Na+:52].[O-:48][C:49]([OH:50])=[O:51].[cH:53]1[cH:54][cH:55][n:56][cH:57][cH:58]1.[s:1]1[c:2](-[c:6]2[c:7]3[c:8]([n:9][cH:10][cH:11]2)[n:12]([CH:15]2[CH:16]([OH:17])[CH:18]([OH:19])[CH:20]([CH2:22][OH:23])[O:21]2)[cH:13][n:14]3)[cH:3][cH:4][cH:5]1>>[s:1]1[c:2](-[c:6]2[c:7]3[c:8]([n:9][cH:10][cH:11]2)[n:12]([CH:15]2[CH:16]([OH:17])[CH:18]([OH:19])[CH:20]([CH2:22][O:23][C:30]([c:29]4[cH:28][cH:27][c:26]([O:25][CH3:24])[cH:47][cH:46]4)([c:31]4[cH:32][cH:33][c:34]([O:37][CH3:38])[cH:35][cH:36]4)[c:39]4[cH:40][cH:41][cH:42][cH:43][cH:44]4)[O:21]2)[cH:13][n:14]3)[cH:3][cH:4][cH:5]1. The reactants are CN1C(CC(CC1(C)C)\C(=C(/C(=O)[O-])\C1CC(N(C(C1)(C)C)C)(C)C)\C(=O)[O-])(C)C (Bis(1,2,2,6,6-pentamethyl-4-piperidyl)fumarate), C(C)(=O)OC=C (vinyl acetate), C(C)(C)(C1=CC=CC=C1)OOC(C)(C)C1=CC=CC=C1 (dicumylperoxide). Run in C1(=CC=CC=C1)C (toluene). Reaction conditions: temperature 120 celsius, time 5 hour. The product is CN1C(CC(CC1(C)C)\C(=C(/C(=O)[O-])\C1CC(N(C(C1)(C)C)C)(C)C)\C(=O)[O-])(C)C.C(C)(=O)OC=C (bis(1,2,2,6,6-pentamethyl-4-piperidyl)fumarate vinyl acetate). Reaction SMILES: [CH3:1][N:2]1[C:7]([CH3:9])([CH3:8])[CH2:6][CH:5](/[C:10](/[C:26]([O-:28])=[O:27])=[C:11](/[CH:15]2[CH2:20][C:19]([CH3:22])([CH3:21])[N:18]([CH3:23])[C:17]([CH3:25])([CH3:24])[CH2:16]2)\[C:12]([O-:14])=[O:13])[CH2:4][C:3]1([CH3:30])[CH3:29].[C:31]([O:34][CH:35]=[CH2:36])(=[O:33])[CH3:32].C(OOC(C1C=CC=CC=1)(C)C)(C1C=CC=CC=1)(C)C>C1(C)C=CC=CC=1>[CH3:23][N:18]1[C:19]([CH3:21])([CH3:22])[CH2:20][CH:15](/[C:11](/[C:12]([O-:14])=[O:13])=[C:10](/[CH:5]2[CH2:6][C:7]([CH3:8])([CH3:9])[N:2]([CH3:1])[C:3]([CH3:30])([CH3:29])[CH2:4]2)\[C:26]([O-:28])=[O:27])[CH2:16][C:17]1([CH3:25])[CH3:24].[C:31]([O:34][CH:35]=[CH2:36])(=[O:33])[CH3:32] |f:4.5|. Procedure details: Bis(1,2,2,6,6-pentamethyl-4-piperidyl)fumarate 2.1 g, vinyl acetate 1.7 g and dicumylperoxide 0.03 g were dissolved in 5 ml of toluene and stirred at 120° C. for five hours. The solvent and unreacted vinyl acetate were distilled off and a glassy solid was obtained. (Stabilizer No. I) The reactants are CC1([C@@H]([C@@H]1\C=C/C(OCC(F)(F)F)=O)C(=O)O)C ((1R,cis) 2,2-dimethyl-3-[(Z)-3-oxo-3-(2,2,2-trifluoroethoxy)-1-propenyl]-cyclopropane-carboxylic acid), C(#C)[C@H](C1=CC(=CC=C1)OC1=CC=CC=C1)O ((R)α-ethynyl-3-phenoxy-benzyl alcohol). Run in C(Cl)(Cl)Cl (CHCl3). Product: CC1([C@@H]([C@@H]1\C=C/C(OCC(F)(F)F)=O)C(=O)O[C@@H](C1=CC(=CC=C1)OC1=CC=CC=C1)C#C)C ((R)α-ethynyl-3-phenoxy-benzyl (1R,cis) 2,2-dimethyl-3[(Z) 3-oxo-3(2,2,2-trifluoroethoxy)-1-propenyl]-cyclopropane-carboxylate). As a reaction SMILES: [CH3:1][C:2]1([CH3:18])[C@@H:4](/[CH:5]=[CH:6]\[C:7](=[O:14])[O:8][CH2:9][C:10]([F:13])([F:12])[F:11])[C@H:3]1[C:15]([OH:17])=[O:16].[C:19]([C@@H:21](O)[C:22]1[CH:27]=[CH:26][CH:25]=[C:24]([O:28][C:29]2[CH:34]=[CH:33][CH:32]=[CH:31][CH:30]=2)[CH:23]=1)#[CH:20]>C(Cl)(Cl)Cl>[CH3:1][C:2]1([CH3:18])[C@@H:4](/[CH:5]=[CH:6]\[C:7](=[O:14])[O:8][CH2:9][C:10]([F:13])([F:11])[F:12])[C@H:3]1[C:15]([O:17][C@H:21]([C:19]#[CH:20])[C:22]1[CH:27]=[CH:26][CH:25]=[C:24]([O:28][C:29]2[CH:34]=[CH:33][CH:32]=[CH:31][CH:30]=2)[CH:23]=1)=[O:16]. Reported procedure: Using the orocedure of Step F of Example 9, the acid of Step D of Example 1 and (R)α-ethynyl-3-phenoxy-benzyl alcohol were reacted to obtain (R)α-ethynyl-3-phenoxy-benzyl (1R,cis) 2,2-dimethyl-3[(Z) 3-oxo-3(2,2,2-trifluoroethoxy)-1-propenyl]-cyclopropane-carboxylate with a specific rotation of [α]D20 =+42°±1.5° (c=1% in CHCl3). Starting materials: Cl (hydrochloric acid), FC(C=1C=C(C=CC1)CC(=O)OC)(F)F (methyl 3-trifluoromethylphenylacetate), [Na] (sodium), C(=O)OC (methyl formate). The solvent is C(C)OCC (diethyl ether). Product: OC=C(C(=O)OC)C=1C=C(C=CC1)C(F)(F)F (methyl 3-hydroxy-2-(α,α,α-trifluoro-m-tolyl)acrylate). RXN SMILES: [F:1][C:2]([F:15])([F:14])[C:3]1[CH:4]=[C:5]([CH2:9][C:10]([O:12][CH3:13])=[O:11])[CH:6]=[CH:7][CH:8]=1.[CH:16](OC)=[O:17].[Na].Cl>C(OCC)C>[OH:17][CH:16]=[C:9]([C:5]1[CH:4]=[C:3]([C:2]([F:14])([F:15])[F:1])[CH:8]=[CH:7][CH:6]=1)[C:10]([O:12][CH3:13])=[O:11] |^1:19|. Procedure details: (aa) 26.2 g of methyl 3-trifluoromethylphenylacetate were dissolved in 100 ml of diethyl ether and, after the addition of 8.2 ml of methyl formate, treated with 2.76 g of sodium. The mixture was stirred at room temperature until the reaction was completed and treated with 1N hydrochloric acid while cooling. The organic phase was separated and the aqueous phase was extracted twice with ether. The combined organic phases were washed with saturated sodium chloride solution, dried over sodium sulfat... Reactants: [N+](=O)([O-])C1=C2C=CC(=NC2=CC=C1)Cl (5-nitro-2-chloroquinoline), FC1=CC=C(C=C1)S(=O)(=O)Cl (4-fluorobenzenesulfonyl chloride), NC1CCCC2=C(C=CC(=C12)OC)OC (rac-1-amino-5,8-dimethoxy-1,2,3,4-tetrahydro-naphthalene). Product: COC1=C2CCCC(C2=C(C=C1)OC)NC1=NC2=CC=CC(=C2C=C1)NS(=O)(=O)C1=CC=C(C=C1)F (N-[2-(5,8-Dimethoxy-1,2,3,4-tetrahydro-naphthalen-1-ylamino)-quinolin-5-yl]-4-fluoro-benzenesulfonamide). RXN SMILES: [N+:1]([C:4]1[CH:13]=[CH:12][CH:11]=[C:10]2[C:5]=1[CH:6]=[CH:7][C:8](Cl)=[N:9]2)([O-])=O.[F:15][C:16]1[CH:21]=[CH:20][C:19]([S:22](Cl)(=[O:24])=[O:23])=[CH:18][CH:17]=1.[NH2:26][CH:27]1[C:36]2[C:31](=[C:32]([O:39][CH3:40])[CH:33]=[CH:34][C:35]=2[O:37][CH3:38])[CH2:30][CH2:29][CH2:28]1>>[CH3:40][O:39][C:32]1[CH:33]=[CH:34][C:35]([O:37][CH3:38])=[C:36]2[C:31]=1[CH2:30][CH2:29][CH2:28][CH:27]2[NH:26][C:8]1[CH:7]=[CH:6][C:5]2[C:10](=[CH:11][CH:12]=[CH:13][C:4]=2[NH:1][S:22]([C:19]2[CH:20]=[CH:21][C:16]([F:15])=[CH:17][CH:18]=2)(=[O:24])=[O:23])[N:9]=1. Reported procedure: The title compound, MS: m/e=508.4 (M+H+), was prepared in accordance with the general method of example 13 from 5-nitro-2-chloroquinoline, 4-fluorobenzenesulfonyl chloride and rac-1-amino-5,8-dimethoxy-1,2,3,4-tetrahydro-naphthalene (CAS 784988-69-8).